Dataset: the Open Reaction Database (ORD), a public repository of structured organic reaction records. Task: describe an organic reaction: reactants, conditions, products, and yield Reactants: C(C1=CC=CC=C1)O[C@H]1C[C@@H](OC)O[C@@H]([C@H]1OS(=O)(=O)C1=CC=C(C)C=C1)CO (Methyl 3-O-benzyl-4-O-tosyl-2-deoxy-α-D-ribo-hexopyranoside), CS(=O)C (DMSO), [BH4-].[Na+] (Sodium borohydride). Run in CCOCC (ether). Run at temperature 80 celsius. Product: C(C1=CC=CC=C1)O[C@H]1C[C@@H](OC)O[C@@H](C1)CO (methyl 3-O-benzyl-2,4-dideoxy-α-D-erythro-hexopyranoside). Reaction SMILES: [CH2:1]([O:8][C@@H:9]1[C@H:16](OS(C2C=CC(C)=CC=2)(=O)=O)[C@@H:15]([CH2:28][OH:29])[O:14][C@H:11]([O:12][CH3:13])[CH2:10]1)[C:2]1[CH:7]=[CH:6][CH:5]=[CH:4][CH:3]=1.CS(C)=O.[BH4-].[Na+]>CCOCC>[CH2:1]([O:8][C@@H:9]1[CH2:16][C@@H:15]([CH2:28][OH:29])[O:14][C@H:11]([O:12][CH3:13])[CH2:10]1)[C:2]1[CH:3]=[CH:4][CH:5]=[CH:6][CH:7]=1 |f:2.3|. Reported procedure: Methyl 3-O-benzyl-4-O-tosyl-2-deoxy-α-D-ribo-hexopyranoside (6.55 g, 15.50 mmoldry DMSO (50 ml). Sodium borohydride (2.35 g; 62.01 mmoles) is added and the reaction is stirred under nitrogen in a bath maintained at 80° C. for four days. The reaction is cooled to room temperature and diluted with ether and extracted with water. The aqueous extract is then extracted four times with ether. The combined ether extracts are dried (MgSO4), filtered, and the solvent evaporated in vacuo to give crude pro...